This data is from the Open Reaction Database (ORD), a public repository of structured organic reaction records. The task is: describe an organic reaction: reactants, conditions, products, and yield Reactants: [Al+3], C1CCOC1, CCOC(C)=O, COC(=O)c1cc2sc(NC(C)C)nc2cn1, [H-], [H-], [H-], [H-], [Li+]. Yields the product CC(C)Nc1nc2cnc(CO)cc2s1. RXN SMILES: [Al+3:19].[CH2:30]1[O:31][CH2:32][CH2:33][CH2:34]1.[CH3:24][CH2:25][O:26][C:27]([CH3:28])=[O:29].[CH:1]([CH3:2])([CH3:3])[NH:4][c:5]1[s:6][c:7]2[c:8]([cH:9][n:10][c:11]([C:13](=[O:14])[O:15][CH3:16])[cH:12]2)[n:17]1.[H-:18].[H-:21].[H-:22].[H-:23].[Li+:20]>>[CH:1]([CH3:2])([CH3:3])[NH:4][c:5]1[s:6][c:7]2[c:8]([cH:9][n:10][c:11]([CH2:13][OH:14])[cH:12]2)[n:17]1. The reactants are O (water), OC1=CC=C(C(=O)OCC)C=C1 (ethyl 4-hydroxybenzoate), N1C=NC=C1 (imidazole), Cl[Si](C(C)C)(C(C)C)C(C)C (chlorotriisopropylsilane). The product is CC(C)[Si](OC1=CC=C(C(=O)OCC)C=C1)(C(C)C)C(C)C (Ethyl 4-{[tris(1-methylethyl)silyl]oxy}benzoate). Solvent: CN(C)C=O (DMF). Conditions: time 16 hour. The yield is 99.5%. Reaction SMILES: [OH:1][C:2]1[CH:12]=[CH:11][C:5]([C:6]([O:8][CH2:9][CH3:10])=[O:7])=[CH:4][CH:3]=1.N1C=CN=C1.Cl[Si:19]([CH:26]([CH3:28])[CH3:27])([CH:23]([CH3:25])[CH3:24])[CH:20]([CH3:22])[CH3:21].O>CN(C=O)C>[CH3:21][CH:20]([Si:19]([CH:26]([CH3:28])[CH3:27])([CH:23]([CH3:25])[CH3:24])[O:1][C:2]1[CH:3]=[CH:4][C:5]([C:6]([O:8][CH2:9][CH3:10])=[O:7])=[CH:11][CH:12]=1)[CH3:22]. Procedure: To a solution of ethyl 4-hydroxybenzoate (5.0 g, 30.1 mmol) and imidazole (2.4 g, 35.4 mmol) in dry DMF (20 mL) was added chlorotriisopropylsilane (6.8 mL, 31 mmol) dropwise at 0° C. The mixture was stirred at rt for 16 h. Then water was added (100 mL), and the product was extracted with diethyl ether (3×100 mL). The combined organic extracts were washed with brine and dried over anhydrous magnesium sulfate. After filtration and evaporation of the solvent, the remaining crude product was purifie... Starting materials: C(CCCCCCCCC=C)(=O)O (10-undecenoic acid), C(=O)(C(=O)Cl)Cl ((COCl)2). The solvent is C(Cl)Cl (CH2Cl2). Reaction conditions: time 8 hour. Product: C(CCCCCCCCC=C)(=O)Cl (10-undecenoyl chloride). Isolated yield 100.0%. As a reaction SMILES: [C:1]([OH:13])(=O)[CH2:2][CH2:3][CH2:4][CH2:5][CH2:6][CH2:7][CH2:8][CH2:9][CH:10]=[CH2:11].C(Cl)(C([Cl:18])=O)=O>C(Cl)Cl>[C:1]([Cl:18])(=[O:13])[CH2:2][CH2:3][CH2:4][CH2:5][CH2:6][CH2:7][CH2:8][CH2:9][CH:10]=[CH2:11]. Reported procedure: To a stirred solution of 10-undecenoic acid (5.055 mL, 25 mmol) in CH2Cl2 (50 mL) was slowly added (COCl)2 (4.364 mL, 50 mmol). The mixture was stirred at room temperature overnight. The solvent was removed under reduced pressure to give 10-undecenoyl chloride (25 mmol). The product was used for the next reaction without further purification. 1H NMR (500 MHz, CDCl3) δ 1.29-1.48 (m, 10H), 1.71 (m, 2H), 2.05 (m, 2H), 2.88 (t, J=7 Hz, 2H), 4.98 (m, 2H), 5.80 (m, 1H). Starting materials: N1(CCNCC1)C(=O)OC(C)(C)C (1,1-dimethylethyl 1-piperazinecarboxylate), CCN(C(C)C)C(C)C (DIPEA), FC(C1=CC=C(C=C1)S(=O)(=O)Cl)(F)F (4-(trifluoromethyl)benzenesulfonyl chloride). Solvent: C(Cl)Cl (DCM). Reaction conditions: time 1.5 hour. Yields the product FC(C1=CC=C(C=C1)S(=O)(=O)N1CCNCC1)(F)F (1-{[4-(Trifluoromethyl)phenyl]sulfonyl}piperazine). As a reaction SMILES: [N:1]1(C(OC(C)(C)C)=O)[CH2:6][CH2:5][NH:4][CH2:3][CH2:2]1.CCN(C(C)C)C(C)C.[F:23][C:24]([F:36])([F:35])[C:25]1[CH:30]=[CH:29][C:28]([S:31](Cl)(=[O:33])=[O:32])=[CH:27][CH:26]=1>C(Cl)Cl>[F:36][C:24]([F:23])([F:35])[C:25]1[CH:26]=[CH:27][C:28]([S:31]([N:1]2[CH2:2][CH2:3][NH:4][CH2:5][CH2:6]2)(=[O:33])=[O:32])=[CH:29][CH:30]=1. Procedure details: To a solution of 1,1-dimethylethyl 1-piperazinecarboxylate (5.00 g, 26.8 mmol) in DCM (200 ml) was added DIPEA (9.85 ml, 56.4 mmol) and then 4-(trifluoromethyl)benzenesulfonyl chloride (7.22 g, 29.5 mmol). The reaction mixture was stirred for 1.5 hours at room temperature. The reaction mixture was then reduced to dryness in vacuo, to yield the title compound. The reactants are [NH4+] (ammonium), N(=[N+]=[N-])CCCCN=[N+]=[N-] (1,4-diazidobutane), BrC1=NC=CC=C1 (2-bromopyridine). The solvent is CCCCCC (hexane), CCCCC (pentane), CCCCC (pentane). Conditions: time 2 hour. The product is N1=C(C=CC=C1)NN=NCCCCN=NNC1=NC=CC=C1 (1,4-Bis(2-pyridyltriazeno)butane). RXN SMILES: Br[C:2]1[CH:7]=[CH:6][CH:5]=[CH:4][N:3]=1.[N:8]([CH2:11][CH2:12][CH2:13][CH2:14][N:15]=[N+:16]=[N-:17])=[N+:9]=[N-:10].[NH4+:18]>CCCCC.CCCCCC>[N:3]1[CH:4]=[CH:5][CH:6]=[CH:7][C:2]=1[NH:10][N:9]=[N:8][CH2:11][CH2:12][CH2:13][CH2:14][N:15]=[N:16][NH:17][C:2]1[CH:7]=[CH:6][CH:5]=[CH:4][N:18]=1. Procedure details: A solution of 3.95 g (25 mmoles) of 2-bromopyridine in 20 ml of dry pentane was added dropwise to 10 ml. of 2.5M butylithium in hexane at -78° C. To the resulting yellow slurry was added dropwise with stirring 1.75 g (12.5 mmoles) of 1,4-diazidobutane in 10 ml. of pentane. Stirring was continued for 2 hr. at -78° and then the reaction mixture was allowed to warm to room temperature. The reaction mixture was treated with 60 ml. of ammonium buffer which caused a precipitate to appear after the rea... Starting materials: ice water, S(O)(O)(=O)=O (Sulfuric acid), ClC=1C=C(C=NC1C1=CC(=C(C=C1)OC)F)C(=O)OCC (ethyl 5-chloro-6-(3-fluoro-4-methoxyphenyl)pyridine-3-carboxylate), IN1C(CCC1=O)=O (1-iodopyrrolidine-2,5-dione), C(=O)(O)[O-].[Na+] (NaHCO3). Run in C(C)(=O)O (acetic acid). Product: ClC=1C=C(C=NC1C1=CC(=C(C(=C1)I)OC)F)C(=O)OCC (Ethyl 5-chloro-6-(3-fluoro-5-iodo-4-methoxyphenyl)pyridine-3-carboxylate). RXN SMILES: S(=O)(=O)(O)O.[Cl:6][C:7]1[CH:8]=[C:9]([C:22]([O:24][CH2:25][CH3:26])=[O:23])[CH:10]=[N:11][C:12]=1[C:13]1[CH:18]=[CH:17][C:16]([O:19][CH3:20])=[C:15]([F:21])[CH:14]=1.[I:27]N1C(=O)CCC1=O.C([O-])(O)=O.[Na+]>C(O)(=O)C>[Cl:6][C:7]1[CH:8]=[C:9]([C:22]([O:24][CH2:25][CH3:26])=[O:23])[CH:10]=[N:11][C:12]=1[C:13]1[CH:18]=[C:17]([I:27])[C:16]([O:19][CH3:20])=[C:15]([F:21])[CH:14]=1 |f:3.4|. Procedure: Sulfuric acid (2.5 mL) was added into a cold (ice bath) mixture of ethyl 5-chloro-6-(3-fluoro-4-methoxyphenyl)pyridine-3-carboxylate (500 mg, 1.614 mmol) and 1-iodopyrrolidine-2,5-dione (400 mg, 1.776 mmol) in acetic acid (7.5 mL). The reaction mixture was stirred in an ice bath and warmed up to room temperature in one hour before placed in a 55° C. oil bath overnight. The crude was combined with the crude from an identical probe reaction (33 mg scale). The combined crude was poured into an ice/... Reactants: C(C=O)(=O)O (glyoxylic acid), CC(CCCCC)=O (2-heptanone). Run in P(O)(O)(O)=O (orthophosphoric acid). Product: C(CCC)C(=CC(=O)O)C(C)=O (3-Butyl-4-oxo-2-pentenoic acid). As a reaction SMILES: [C:1]([OH:5])(=[O:4])[CH:2]=O.[CH3:6][C:7](=[O:13])[CH2:8][CH2:9][CH2:10][CH2:11][CH3:12]>P(=O)(O)(O)O>[CH2:9]([C:8]([C:7](=[O:13])[CH3:6])=[CH:2][C:1]([OH:5])=[O:4])[CH2:10][CH2:11][CH3:12]. Reported procedure: Prepared from glyoxylic acid (15.2 g, 0.17 mol), 2-heptanone (34.2 g, 0.3 mol) and orthophosphoric acid (30 ml). 1H n.m.r. δ (CDCl3) 0.91, t J 7.2 Hz, 3H, CH3; 1.38, m, 4H, CH2; 2.39, s, 3H, CH3; 2.77, t J 7.2 Hz, 2H, CH2; 6.49, s, CH.